This data is from the Open Reaction Database (ORD), a public repository of structured organic reaction records. The task is: describe an organic reaction: reactants, conditions, products, and yield The reactants are ClC=1C2=C(N=CN1)SC1=C2CCC(C1)C(=O)O ((RS)-4-Chloro-5,6,7,8-tetrahydro[1]benzothieno[2,3-d]pyrimidine-7-carboxylic acid), CNC (N-methylmethanamine). Yields the product ClC=1C2=C(N=CN1)SC1=C2CCC(C1)C(=O)N(C)C ((RS)-4-chloro-N,N-dimethyl-5,6,7,8-tetrahydro[1]benzothieno[2,3-d]pyrimidine-7-carboxamide). As a reaction SMILES: [Cl:1][C:2]1[C:3]2[C:10]3[CH2:11][CH2:12][CH:13]([C:15]([OH:17])=O)[CH2:14][C:9]=3[S:8][C:4]=2[N:5]=[CH:6][N:7]=1.[CH3:18][NH:19][CH3:20]>>[Cl:1][C:2]1[C:3]2[C:10]3[CH2:11][CH2:12][CH:13]([C:15]([N:19]([CH3:20])[CH3:18])=[O:17])[CH2:14][C:9]=3[S:8][C:4]=2[N:5]=[CH:6][N:7]=1. Procedure details: 2.00 g (7.44 mmol) (RS)-4-chloro-5,6,7,8-tetrahydro[1]benzothieno[2,3-d]pyrimidine-7-carboxylic acid (prepared according to intermediate example 31b) were transformed in analogy to example 3 using N-methylmethanamine to give after working up and purification 1.68 g (76%) of the title compound. Reported procedure: A 30% P2O5 wet process phosphoric acid was prepared from North Florida phosphate rock, dilute phosphoric acid and sulfuric acid. The metallic impurity content of the phosphoric acid analyzed as follows: Yield: 30.0%. The product is O=P12OP3(=O)OP(=O)(O1)OP(=O)(O2)O3 (P2O5), P(O)(O)(O)=O (phosphoric acid). Reaction SMILES: [O-:1][P:2]([O-:5])([O-:4])=[O:3].[O-][P:7]([O-:10])([O-:9])=[O:8].[O-][P:12]([O-:15])([O-])=[O:13].[F-].[Ca+2].[Ca+2].[Ca+2].[Ca+2].[Ca+2].[P:22](=[O:26])([OH:25])([OH:24])[OH:23].S(=O)(=O)(O)O>>[O:3]=[P:2]12[O:5][P:7]3([O:10][P:12]([O:15][P:22]([O:9]3)([O:4]1)=[O:23])(=[O:13])[O:1]2)=[O:8].[P:22](=[O:23])([OH:26])([OH:25])[OH:24] |f:0.1.2.3.4.5.6.7.8|. Starting materials: P(O)(O)(O)=O (phosphoric acid), [O-]P(=O)([O-])[O-].[O-]P(=O)([O-])[O-].[O-]P(=O)([O-])[O-].[F-].[Ca+2].[Ca+2].[Ca+2].[Ca+2].[Ca+2] (phosphate rock), P(O)(O)(O)=O (phosphoric acid), S(O)(O)(=O)=O (sulfuric acid).